From a dataset of the Open Reaction Database (ORD), a public repository of structured organic reaction records. describe an organic reaction: reactants, conditions, products, and yield The reactants are CO, CCOC(C)=O, Cl, CC(C)(C)OC(=O)N1CCN(c2ccc(-c3ccccc3)cn2)CC1. Product: c1ccc(-c2ccc(N3CCNCC3)nc2)cc1. RXN SMILES: [CH3:26][OH:27].[CH3:29][CH2:30][O:31][C:32](=[O:33])[CH3:34].[ClH:28].[c:1]1(-[c:7]2[cH:8][cH:9][c:10]([N:13]3[CH2:14][CH2:15][N:16]([C:19]([O:20][C:21]([CH3:22])([CH3:23])[CH3:24])=[O:25])[CH2:17][CH2:18]3)[n:11][cH:12]2)[cH:2][cH:3][cH:4][cH:5][cH:6]1>>[c:1]1(-[c:7]2[cH:8][cH:9][c:10]([N:13]3[CH2:14][CH2:15][NH:16][CH2:17][CH2:18]3)[n:11][cH:12]2)[cH:2][cH:3][cH:4][cH:5][cH:6]1. Starting materials: C(C)(C)(C)OC(NC1(CCC1)C(C)(C)O)=O ([1-(1-hydroxy-1-methyl-ethyl)-cyclobutyl]-carbamic acid tert-butyl ester), FC(C(=O)O)(F)F (trifluoroacetic acid). Run in ClCCl (dichloromethane). Run at time 2.5 hour. The product is FC(C(=O)O)(F)F.NC1(CCC1)C(C)(C)O (2-(1-amino-cyclobutyl)-propan-2-ol trifluoroacetate). RXN SMILES: C(OC(=O)[NH:7][C:8]1([C:12]([OH:15])([CH3:14])[CH3:13])[CH2:11][CH2:10][CH2:9]1)(C)(C)C.[F:17][C:18]([F:23])([F:22])[C:19]([OH:21])=[O:20]>ClCCl>[F:17][C:18]([F:23])([F:22])[C:19]([OH:21])=[O:20].[NH2:7][C:8]1([C:12]([OH:15])([CH3:14])[CH3:13])[CH2:11][CH2:10][CH2:9]1 |f:3.4|. Reported procedure: In a 25 ml round-bottomed flask, [1-(1-hydroxy-1-methyl-ethyl)-cyclobutyl]-carbamic acid tert-butyl ester (150 mg, 0.65 mmol) was dissolved in dichloromethane (3.8 ml) and trifluoroacetic acid (1.5 ml, 19.5 mmol) was slowly added. The pale yellow reaction mixture was stirred at room temperature for 2.5 h then concentrated to give 2-(1-amino-cyclobutyl)-propan-2-ol trifluoroacetate as a light brown oil which was used without further purification. Starting materials: FC=1C=CC2=C(C(=NCC=3N2C(=NN3)CCl)C3=C(C=CC=C3)F)C1 (8-fluoro-1-(chloromethyl)-6-(o-fluorophenyl)-4H-s-triazolo[4,3-a][1,4]benzodiazepine), [I-].[K+] (potassium iodide), C(C)C=CCN (ethylallylamine). Run in O1CCCC1 (tetrahydrofuran). The product is FC=1C=CC2=C(C(=NCC=3N2C(=NN3)CNCCCC=C)C3=C(C=CC=C3)F)C1 (8-fluoro-1-[(allylethylamino)methyl]-6-(o-fluorophenyl)-4H-s-triazolo[4,3-a][1,4]benzodiazepine). As a reaction SMILES: [F:1][C:2]1[CH:3]=[CH:4][C:5]2[N:11]3[C:12]([CH2:15]Cl)=[N:13][N:14]=[C:10]3[CH2:9][N:8]=[C:7]([C:17]3[CH:22]=[CH:21][CH:20]=[CH:19][C:18]=3[F:23])[C:6]=2[CH:24]=1.[I-].[K+].[CH2:27]([CH:29]=[CH:30][CH2:31][NH2:32])[CH3:28]>O1CCCC1>[F:1][C:2]1[CH:3]=[CH:4][C:5]2[N:11]3[C:12]([CH2:15][NH:32][CH2:31][CH2:30][CH2:29][CH:27]=[CH2:28])=[N:13][N:14]=[C:10]3[CH2:9][N:8]=[C:7]([C:17]3[CH:22]=[CH:21][CH:20]=[CH:19][C:18]=3[F:23])[C:6]=2[CH:24]=1 |f:1.2|. Reported procedure: In the manner given in Preparation 39, 8-fluoro-1-(chloromethyl)-6-(o-fluorophenyl)-4H-s-triazolo[4,3-a][1,4]benzodiazepine, potassium iodide and ethylallylamine in tetrahydrofuran are reacted to give 8-fluoro-1-[(allylethylamino)methyl]-6-(o-fluorophenyl)-4H-s-triazolo[4,3-a][1,4]benzodiazepine. Preparation 47 9-(Trifluoromethyl)-1-[(allylmethylamino)methyl]-6-phenyl-4H-s-triazolo[4,3-a][1,4]benzodiazepine Reactants: O=C([O-])O, CO, [Cl-], [K+], [NH4+], [Na+], C1CCOC1, [OH-], C[Si](C)(C)C#Cc1ccc2cc(S(=O)(=O)N3CCN(C(=O)c4ncc(-c5ccncc5)cn4)CC3)sc2c1. Product: C#Cc1ccc2cc(S(=O)(=O)N3CCN(C(=O)c4ncc(-c5ccncc5)cn4)CC3)sc2c1. RXN SMILES: [C:43](=[O:44])([OH:45])[O-:46].[CH3:53][OH:54].[Cl-:41].[K+:40].[NH4+:42].[Na+:47].[O:48]1[CH2:49][CH2:50][CH2:51][CH2:52]1.[OH-:39].[n:1]1[cH:2][cH:3][c:4](-[c:7]2[cH:8][n:9][c:10]([C:13](=[O:14])[N:15]3[CH2:16][CH2:17][N:18]([S:21](=[O:22])(=[O:23])[c:24]4[cH:25][c:26]5[c:27]([s:28]4)[cH:29][c:30]([C:33]#[C:34][Si:35]([CH3:36])([CH3:37])[CH3:38])[cH:31][cH:32]5)[CH2:19][CH2:20]3)[n:11][cH:12]2)[cH:5][cH:6]1>>[n:1]1[cH:2][cH:3][c:4](-[c:7]2[cH:8][n:9][c:10]([C:13](=[O:14])[N:15]3[CH2:16][CH2:17][N:18]([S:21](=[O:22])(=[O:23])[c:24]4[cH:25][c:26]5[c:27]([s:28]4)[cH:29][c:30]([C:33]#[CH:34])[cH:31][cH:32]5)[CH2:19][CH2:20]3)[n:11][cH:12]2)[cH:5][cH:6]1.